Dataset: the Open Reaction Database (ORD), a public repository of structured organic reaction records. Task: describe an organic reaction: reactants, conditions, products, and yield The reactants are Cc1cc2cc(F)ccc2[nH]1, [Cl-], CN(C)C1CCN(Cc2cc3nc(Cl)nc(N4CCOCC4)c3s2)CC1, [H-], [Na+], [Na+], CN(C)C=O, O. Yields the product Cc1cc2cc(F)ccc2n1-c1nc(N2CCOCC2)c2sc(CN3CCC(N(C)C)CC3)cc2n1. RXN SMILES: [CH3:1][c:2]1[nH:3][c:4]2[cH:5][cH:6][c:7]([F:11])[cH:8][c:9]2[cH:10]1.[Cl-:47].[Cl:14][c:15]1[n:16][c:17]([N:34]2[CH2:35][CH2:36][O:37][CH2:38][CH2:39]2)[c:18]2[c:19]([n:20]1)[cH:21][c:22]([CH2:24][N:25]1[CH2:26][CH2:27][CH:28]([N:31]([CH3:32])[CH3:33])[CH2:29][CH2:30]1)[s:23]2.[H-:12].[Na+:13].[Na+:46].[O:40]=[CH:41][N:42]([CH3:43])[CH3:44].[OH2:45]>>[CH3:1][c:2]1[n:3](-[c:15]2[n:16][c:17]([N:34]3[CH2:35][CH2:36][O:37][CH2:38][CH2:39]3)[c:18]3[c:19]([n:20]2)[cH:21][c:22]([CH2:24][N:25]2[CH2:26][CH2:27][CH:28]([N:31]([CH3:32])[CH3:33])[CH2:29][CH2:30]2)[s:23]3)[c:4]2[cH:5][cH:6][c:7]([F:11])[cH:8][c:9]2[cH:10]1. The reactants are CC(C)(C)C(=O)OCn1cnc2cc(OCc3ccccc3)cc(O)c2c1=O, CC(C)O, ClCCl, c1ccc(P(c2ccccc2)c2ccccc2)cc1. The product is CC(C)Oc1cc(OCc2ccccc2)cc2ncn(COC(=O)C(C)(C)C)c(=O)c12. As a reaction SMILES: [C:5]([C:6]([CH3:7])([CH3:8])[CH3:9])(=[O:10])[O:11][CH2:12][n:13]1[cH:14][n:15][c:16]2[cH:17][c:18]([O:25][CH2:26][c:27]3[cH:28][cH:29][cH:30][cH:31][cH:32]3)[cH:19][c:20]([OH:24])[c:21]2[c:22]1=[O:23].[CH:1]([CH3:2])([CH3:3])[OH:4].[Cl:52][CH2:53][Cl:54].[c:33]1([P:34]([c:35]2[cH:36][cH:37][cH:38][cH:39][cH:40]2)[c:41]2[cH:42][cH:43][cH:44][cH:45][cH:46]2)[cH:47][cH:48][cH:49][cH:50][cH:51]1>>[CH:1]([CH3:2])([CH3:3])[O:24][c:20]1[cH:19][c:18]([O:25][CH2:26][c:27]2[cH:28][cH:29][cH:30][cH:31][cH:32]2)[cH:17][c:16]2[n:15][cH:14][n:13]([CH2:12][O:11][C:5]([C:6]([CH3:7])([CH3:8])[CH3:9])=[O:10])[c:22](=[O:23])[c:21]21. The reactants are CN1C(=O)C(NC(=O)CCc2ccc(Cl)cc2Cl)N=C(c2ccccc2)c2cc([N+](=O)[O-])ccc21, CN1C(=O)C(NC(=O)CCc2ccc(Cl)cc2Cl)N=C(c2ccccc2[N+](=O)[O-])c2cc([N+](=O)[O-])ccc21, CC(=O)O, [Cl-], [Cl-], [Cl-], Cl, [Na+], [OH-], O, [Ti+3]. Product: CN1C(=O)C(NC(=O)CCc2ccc(Cl)cc2Cl)N=C(c2ccccc2)c2cc(N)ccc21. Reaction SMILES: [CH3:1][N:2]1[C:3](=[O:35])[CH:4]([NH:22][C:23]([CH2:24][CH2:25][c:26]2[c:27]([Cl:33])[cH:28][c:29]([Cl:32])[cH:30][cH:31]2)=[O:34])[N:5]=[C:6]([c:16]2[cH:17][cH:18][cH:19][cH:20][cH:21]2)[c:7]2[c:8]1[cH:9][cH:10][c:11]([N+:13]([O-:14])=[O:15])[cH:12]2.[CH3:36][N:37]1[c:38]2[cH:39][cH:40][c:41]([N+:42]([O-:43])=[O:44])[cH:45][c:46]2[C:47]([c:48]2[cH:49][cH:50][cH:51][cH:52][c:53]2[N+:54]([O-:55])=[O:56])=[N:57][CH:58]([NH:59][C:60](=[O:61])[CH2:62][CH2:63][c:64]2[cH:65][cH:66][c:67]([Cl:68])[cH:69][c:70]2[Cl:71])[C:72]1=[O:73].[CH3:77][C:78](=[O:79])[OH:80].[Cl-:82].[Cl-:84].[Cl-:85].[ClH:74].[Na+:76].[OH-:75].[OH2:81].[Ti+3:83]>>[CH3:1][N:2]1[C:3](=[O:35])[CH:4]([NH:22][C:23]([CH2:24][CH2:25][c:26]2[c:27]([Cl:33])[cH:28][c:29]([Cl:32])[cH:30][cH:31]2)=[O:34])[N:5]=[C:6]([c:16]2[cH:17][cH:18][cH:19][cH:20][cH:21]2)[c:7]2[c:8]1[cH:9][cH:10][c:11]([NH2:13])[cH:12]2. The reactants are N1CC(C(=O)OCC)CCC1 (ethyl nipecotate), [I-].[K+] (potassium iodide), C([O-])([O-])=O.[K+].[K+] (potassium carbonate), BrCCO (2-bromoethanol). The solvent is CC(=O)C (acetone). Conditions: time 18 hour. Yields the product C(C)OC([C@H]1CN(CCC1)CCO)=O ((R)-1-(2-hydroxyethyl)nipecotic acid ethyl ester). As a reaction SMILES: [NH:1]1[CH2:11][CH2:10][CH2:9][CH:3]([C:4]([O:6][CH2:7][CH3:8])=[O:5])[CH2:2]1.Br[CH2:13][CH2:14][OH:15].C(=O)([O-])[O-].[K+].[K+].[I-].[K+]>CC(C)=O>[CH2:7]([O:6][C:4](=[O:5])[C@@H:3]1[CH2:9][CH2:10][CH2:11][N:1]([CH2:13][CH2:14][OH:15])[CH2:2]1)[CH3:8] |f:2.3.4,5.6|. Reported procedure: The (R)-enantiomer of ethyl nipecotate (100 g, 0.64 mole) (Akkerman, A.M. et al., Gazz.Chim.Ital., 102 (1972) 189) was mixed in dry acetone (300 ml) with 2-bromoethanol (85 g, 0.68 mole), dried, powdered potassium carbonate (188 g, 1.28 mole) and potassium iodide (21.6 g, 0.13 mole). The reaction mixture was stirred at room temperature for 18 h and at reflux for 24 h. Filtration of the reaction mixture and evaporation of the resultant filtrate gave (R)-1-(2-hydroxyethyl)nipecotic acid ethyl este... The reactants are C1(=CC=C(C=C1)CC1=CCC2=C1NC(=C2)C(=O)OCC)C2=CC=CC=C2 (ethyl 6-(biphenyl-4-ylmethyl)-1,4-dihydrocyclopenta[b]pyrrole-2-carboxylate), [OH-].[Na+] (sodium hydroxide). The product is C1(=CC=C(C=C1)CC1CCC2=C1NC(=C2)C(=O)O)C2=CC=CC=C2 (6-(biphenyl-4-ylmethyl)-1,4,5,6-tetrahydrocyclopenta[b]pyrrole-2-carboxylic acid). Yield: 49.5%. As a reaction SMILES: [C:1]1([C:21]2[CH:26]=[CH:25][CH:24]=[CH:23][CH:22]=2)[CH:6]=[CH:5][C:4]([CH2:7][C:8]2[C:12]3[NH:13][C:14]([C:16]([O:18]CC)=[O:17])=[CH:15][C:11]=3[CH2:10][CH:9]=2)=[CH:3][CH:2]=1.[OH-].[Na+]>>[C:1]1([C:21]2[CH:26]=[CH:25][CH:24]=[CH:23][CH:22]=2)[CH:2]=[CH:3][C:4]([CH2:7][CH:8]2[C:12]3[NH:13][C:14]([C:16]([OH:18])=[O:17])=[CH:15][C:11]=3[CH2:10][CH2:9]2)=[CH:5][CH:6]=1 |f:1.2|. Reported procedure: The title compound was synthesized from ethyl 6-(biphenyl-4-ylmethyl)-1,4-dihydrocyclopenta[b]pyrrole-2-carboxylate (0.0343 g, 0.1 mmol, 1 equiv) and sodium hydroxide (0.36 mL, 3.6 mmol, 10 M, 35 equiv), according to General Procedure 7. The resulting product was purified by preparative HPLC using the Chromeleon purification system. A 0.1% formic acid/1% acetonitrile mixture in water (aqueous phase) and methanol (no modifier added—organic phase) using a 50 mm Dynamax HPLC C-18 column at 28 mL/mi... Reactants: [BH4-].[Na+] (sodium borohydride), C(C(=O)O)(=O)O (oxalic acid), C(C(=O)[O-])(=O)[O-] (oxalate), CC(CC1=CC(=C(C=C1)OC)OC)NCC(C1=C(C=CC=C1)OC)O (α-[(α-methyl-3,4-dimethoxyphenethylamino)methyl]-2-methoxybenzylalcohol), C(C1=CC=CC=C1)O (benzylalcohol). Conditions: time 2 hour. The product is CC(CC1=CC(=C(C=C1)OC)OC)NCC(C1=C(C=CC=C1)OCC1=CC=CC=C1)O (α-[(α-methyl-3,4-dimethoxyphenethylamino)methyl]-2-benzyloxybenzylalcohol). As a reaction SMILES: [BH4-].[Na+].[CH3:3][CH:4]([NH:16][CH2:17][CH:18]([OH:27])[C:19]1[CH:24]=[CH:23][CH:22]=[CH:21][C:20]=1[O:25][CH3:26])[CH2:5][C:6]1[CH:11]=[CH:10][C:9]([O:12][CH3:13])=[C:8]([O:14][CH3:15])[CH:7]=1.C(O)[C:29]1[CH:34]=[CH:33][CH:32]=[CH:31][CH:30]=1.C(O)(=O)C(O)=O.C([O-])(=O)C([O-])=O>>[CH3:3][CH:4]([NH:16][CH2:17][CH:18]([OH:27])[C:19]1[CH:24]=[CH:23][CH:22]=[CH:21][C:20]=1[O:25][CH2:26][C:29]1[CH:34]=[CH:33][CH:32]=[CH:31][CH:30]=1)[CH2:5][C:6]1[CH:11]=[CH:10][C:9]([O:12][CH3:13])=[C:8]([O:14][CH3:15])[CH:7]=1 |f:0.1|. Procedure details: 30 ml of ethanol are added to the α-(α-methyl-3,4-dimethoxyphenethylimino)-2-methoxyacetophenone solution obtained in paragraph (2). After ice-cooling, 1.53 g of sodium borohydride is added gradually to the solution, and the mixture is stirred at room temperature for 2 hours. The reaction mixture is treated in the same manner as described in Example 1-(3), whereby α-[(α-methyl-3,4-dimethoxyphenethylamino)methyl]-2-methoxybenzylalcohol [the mixture of two diastereoisomers] is obtained as a crude ... Procedure: The title compound was prepared in a manner analogous to the preparation of the compound of Example 11a, using 2-amino-6-chloropurine (Sigma, lot #69F4064, 4.4 g, 25.9 mmol) and sodium (Aldrich, lot #9621CL, 3 g, 129.5 mmol) in 250 mL n-butanol to give 4.4 g (21.2 mmol, 82%). mp=165° C. Product: NC1=NC(=C2N=CNC2=N1)OCCCC (2-Amino-6-butoxy-9H-purine). The reactants are compound, C(CCC)O (n-butanol), NC1=NC(=C2NC=NC2=N1)Cl (2-amino-6-chloropurine), [Na] (sodium). Reaction SMILES: [NH2:1][C:2]1[N:10]=[C:9]2[C:5]([NH:6][CH:7]=[N:8]2)=[C:4](Cl)[N:3]=1.[Na].[CH2:13]([OH:17])[CH2:14][CH2:15][CH3:16]>>[NH2:1][C:2]1[N:10]=[C:9]2[C:5]([N:6]=[CH:7][NH:8]2)=[C:4]([O:17][CH2:13][CH2:14][CH2:15][CH3:16])[N:3]=1 |^1:11|. Reactants: O (water), Cl (HCl), ClC(C1=CC=C(C=C1)S(F)(F)(F)(F)F)(Cl)Cl (4-trichloromethyl(pentafluorosulfanylbenzene)), FeCl3. Run at time 1 hour. Yields the product FS(C1=CC=C(C(=O)Cl)C=C1)(F)(F)(F)F (4-pentafluorosulfanylbenzoic chloride), product. Yield: 42.0%. As a reaction SMILES: [Cl:1][C:2](Cl)(Cl)[C:3]1[CH:8]=[CH:7][C:6]([S:9]([F:14])([F:13])([F:12])([F:11])[F:10])=[CH:5][CH:4]=1.[OH2:17].Cl>>[F:10][S:9]([F:14])([F:13])([F:12])([F:11])[C:6]1[CH:7]=[CH:8][C:3]([C:2]([Cl:1])=[O:17])=[CH:4][CH:5]=1. Procedure: Into a 50 mL flask equipped with a stirrer were placed 16.08 g (50 mmol) of 4-trichloromethyl(pentafluorosulfanylbenzene) prepared in Example 1 and 406 mg (5 mol %) of FeCl3. The bath was heated to 70° C. to 75° C., and 900 mg (50 mmol) of water was added dropwise over at least 2 hours. HCl gas was generated during the addition. After the addition was complete, the mixture was heated with stirring for 1 hour. This mixture was distilled under reduced pressure to yield 5.59 g of 4-pentafluorosulfa...